The task is: describe an organic reaction: reactants, conditions, products, and yield. This data is from the Open Reaction Database (ORD), a public repository of structured organic reaction records. Starting materials: C(C1=CC=CC=C1)=O (benzaldehyde), BrCBr (dibromomethane), [Cl-].[Al+3].[Cl-].[Cl-] (aluminum chloride), BrCl (bromine chloride), C(C1=CC=CC=C1)=O (benzaldehyde), Cl (hydrochloric acid). Yields the product BrC=1C=C(C=O)C=CC1 (3-bromobenzaldehyde). The yield is 85.0%. RXN SMILES: Br[CH2:2][Br:3].[Cl-].[Al+3].[Cl-].[Cl-].[CH:8](=[O:15])[C:9]1[CH:14]=C[CH:12]=[CH:11][CH:10]=1.BrCl.Cl>>[Br:3][C:2]1[CH:14]=[C:9]([CH:10]=[CH:11][CH:12]=1)[CH:8]=[O:15] |f:1.2.3.4|. Procedure: Charge 0.8 molar proportion of dibromomethane and 1.3 molar proportions of anhydrous aluminum chloride to a suitable reaction vessel. Add one molar proportion of benzaldehyde to the resultant slurry with agitation over a period of one hour at 40°-50° C. After completing the addition of the benzaldehyde, add one molar proportion of bromine chloride over a period of 4-5 hours while continuing agitation and maintaining the pot temperature at 50°-70° C. Continue agitation for an additional hour at 6... The reactants are CC1(OB(OC1(C)C)C=1C=C2C=CC=NC2=CC1)C (6-(4,4,5,5-tetramethyl-1,3,2-dioxaborolan-2-yl)quinoline), BrC(CCO)=C (3-bromo-3-buten-1-ol), C1(CCCCC1)P(C1=C(C=CC=C1)C1=C(C=CC=C1OC)OC)C1CCCCC1 (2-(dicyclohexylphosphino)-2′,6′-dimethoxy-1,1′-biphenyl). The reagents and catalysts are C(C)(=O)[O-].[Pd+2].C(C)(=O)[O-] (Palladium acetate). The solvent is C1(=CC=CC=C1)C (toluene), O (water), CCOC(=O)C (EtOAc). Conditions: temperature 100 celsius, time 6 hour. Product: N1=CC=CC2=CC(=CC=C12)C(CCO)=C (3-quinolin-6-ylbut-3-en-1-ol). As a reaction SMILES: CC1(C)C(C)(C)OB([C:9]2[CH:10]=[C:11]3[C:16](=[CH:17][CH:18]=2)[N:15]=[CH:14][CH:13]=[CH:12]3)O1.Br[C:21](=[CH2:25])[CH2:22][CH2:23][OH:24].C1(P(C2CCCCC2)C2C=CC=CC=2C2C(OC)=CC=CC=2OC)CCCCC1>C1(C)C=CC=CC=1.O.CCOC(C)=O.C([O-])(=O)C.[Pd+2].C([O-])(=O)C>[N:15]1[C:16]2[C:11](=[CH:10][C:9]([C:21](=[CH2:25])[CH2:22][CH2:23][OH:24])=[CH:18][CH:17]=2)[CH:12]=[CH:13][CH:14]=1 |f:6.7.8|. Reported procedure: Palladium acetate (100 mg, 0.6 mmol) was added to a solution of 6-(4,4,5,5-tetramethyl-1,3,2-dioxaborolan-2-yl)quinoline (8.0 g, 31 mmol) and 3-bromo-3-buten-1-ol (6.2 g, 41 mmol) in toluene (118 mL) and water (12 mL) followed by addition of 2-(dicyclohexylphosphino)-2′,6′-dimethoxy-1,1′-biphenyl (500 mg, 1 mmol). The mixture was stirred at 100° C. for 6 h. After cooling to RT, the mixture was diluted with EtOAc, washed with water and brine. The organic layers were dried over Na2SO4, filtered, a... Reactants: P(Br)(Br)Br (phosphorous tribromide), BrC=1C(=C(C(=CC1)Cl)CO)F ((3-bromo-6-chloro-2-fluoro-phenyl)methanol), O (water). Run in ClCCl (dichloromethane). Reaction conditions: time 20 minute. The product is BrC1=C(C(=C(C=C1)Cl)CBr)F (1-bromo-3-bromomethyl-4-chloro-2-fluorobenzene). The yield is 29.6%. As a reaction SMILES: P(Br)(Br)[Br:2].[Br:5][C:6]1[C:7]([F:15])=[C:8]([CH2:13]O)[C:9]([Cl:12])=[CH:10][CH:11]=1.O>ClCCl>[Br:5][C:6]1[CH:11]=[CH:10][C:9]([Cl:12])=[C:8]([CH2:13][Br:2])[C:7]=1[F:15]. Procedure: Add phosphorous tribromide (1.8 mL, 19.2 mmol) to (3-bromo-6-chloro-2-fluoro-phenyl)methanol (Preparation 8) (4.6 g, 19 mmol) in dichloromethane (50 mL) at 0° C. Stir for 20 minutes. Add the reaction mixture into ice and water. Extract with dichloromethane (100 mL), dry with magnesium sulfate, filter and evaporate solvent under reduced pressure. Purify the residue by biotage chromatography to yield the product to give 1.7 g (30%) of the title compound as a white solid. 1HNMR (CDCl3) 7.48-7.44 (m... Starting materials: CN1N=C(c2ccccc2)C2(CCCN(C(=O)OC(C)(C)C)C2)C1=O, ClCCl, O=C(O)C(F)(F)F. Product: CN1N=C(c2ccccc2)C2(CCCNC2)C1=O. RXN SMILES: [C:1]([O:2][C:3](=[O:4])[N:8]1[CH2:9][C:10]2([C:11](=[O:22])[N:12]([CH3:21])[N:13]=[C:14]2[c:15]2[cH:16][cH:17][cH:18][cH:19][cH:20]2)[CH2:23][CH2:24][CH2:25]1)([CH3:5])([CH3:6])[CH3:7].[Cl:33][CH2:34][Cl:35].[F:26][C:27]([F:28])([F:29])[C:30]([OH:31])=[O:32]>>[NH:8]1[CH2:9][C:10]2([C:11](=[O:22])[N:12]([CH3:21])[N:13]=[C:14]2[c:15]2[cH:16][cH:17][cH:18][cH:19][cH:20]2)[CH2:23][CH2:24][CH2:25]1. Procedure: 2-(3-Formyl-phenoxy)-4-methyl-benzonitrile (0.26 g, 1.1 mmol), methylamine (2M in methanol, 2.5 mL, 5.0 mmol) and sodium cyanoborohydride (80 mg, 1.3 mmol) were stirred at ambient temperature in a 1% acetic acid/methanol solution (30 mL) for 18 h. The solvent was removed in vacuo. The residue was treated with 10% sodium carbonate solution and extracted with ethyl acetate. The ethyl acetate layer was separated and fumaric acid (0.12 g, 1.1 mmol) was added. After the solvent was removed in vacuo, ... Reaction SMILES: [CH:1]([C:3]1[CH:4]=[C:5]([CH:16]=[CH:17][CH:18]=1)[O:6][C:7]1[CH:14]=[C:13]([CH3:15])[CH:12]=[CH:11][C:8]=1[C:9]#[N:10])=O.CN.[C:21]([BH3-])#[N:22].[Na+].[C:25]([OH:32])(=[O:31])/[CH:26]=[CH:27]/[C:28]([OH:30])=[O:29]>C(O)(=O)C.CO>[C:25]([OH:32])(=[O:31])/[CH:26]=[CH:27]/[C:28]([OH:30])=[O:29].[CH3:15][C:13]1[CH:12]=[CH:11][C:8]([C:9]#[N:10])=[C:7]([O:6][C:5]2[CH:16]=[CH:17][CH:18]=[C:3]([CH2:1][NH:22][CH3:21])[CH:4]=2)[CH:14]=1 |f:2.3,5.6,7.8|. Starting materials: C(\C=C\C(=O)O)(=O)O (fumaric acid), C(=O)C=1C=C(OC2=C(C#N)C=CC(=C2)C)C=CC1 (2-(3-Formyl-phenoxy)-4-methyl-benzonitrile), CN (methylamine), C(#N)[BH3-].[Na+] (sodium cyanoborohydride). Yields the product C(\C=C\C(=O)O)(=O)O.CC1=CC(=C(C#N)C=C1)OC1=CC(=CC=C1)CNC (4-methyl-2-(3-methylaminomethyl-phenoxy)-benzonitrile fumarate). The solvent is C(C)(=O)O.CO (acetic acid methanol). Isolated yield 19.2%. Reactants: CC=1C=C2C=C(NC2=CC1)C(=O)O (5-Methyl-1H-indole-2-carboxylic acid), COC([C@H](N)CC(C)C)=O (D-leucine methyl ester). Yields the product CC(C[C@H](C(=O)OC)NC(=O)C=1NC2=CC=C(C=C2C1)C)C ((R)-methyl 4-methyl-2-(5-methyl-1H-indole-2-carboxamido)pentanoate). The yield is 50.0%. Reaction SMILES: [CH3:1][C:2]1[CH:3]=[C:4]2[C:8](=[CH:9][CH:10]=1)[NH:7][C:6]([C:11]([OH:13])=O)=[CH:5]2.[CH3:14][O:15][C:16](=[O:23])[C@@H:17]([CH2:19][CH:20]([CH3:22])[CH3:21])[NH2:18]>>[CH3:21][CH:20]([CH3:22])[CH2:19][C@@H:17]([NH:18][C:11]([C:6]1[NH:7][C:8]2[C:4]([CH:5]=1)=[CH:3][C:2]([CH3:1])=[CH:10][CH:9]=2)=[O:13])[C:16]([O:15][CH3:14])=[O:23]. Reported procedure: Prepared in a similar manner to example 4 using 5-Methyl-1H-indole-2-carboxylic acid and D-leucine methyl ester. Yield: 50%. NMR (500 MHz, CDCl3): 0.98 (d, 3H, J=6.3 Hz), 1.00 (d, 3H, J=6.1 Hz), 2.44 (s, 3H), 3.784 (s, 3H), 4.87 (m, 1H), 6.56 (d, 1H, J=8.39 Hz), 6.85 (dd, 1H, J=1.94 Hz, J=0.68 Hz), 7.12 (dd, 1H, J=8.46 Hz, J=1.55 Hz), 7.31 (d, 1H, J=8.45 Hz), 7.42 (s, 1H). MS (MH+, 303).